From a dataset of the Open Reaction Database (ORD), a public repository of structured organic reaction records. describe an organic reaction: reactants, conditions, products, and yield Reactants: OC(=S)c1ccccc1, CO, N#CSCCl, [K]. The product is S=C(OCCl)c1ccccc1. RXN SMILES: [C:2]([c:3]1[cH:4][cH:5][cH:6][cH:7][cH:8]1)(=[S:9])[OH:10].[CH3:16][OH:17].[Cl:11][CH2:12][S:13][C:14]#[N:15].[K:1]>>[C:2]([c:3]1[cH:4][cH:5][cH:6][cH:7][cH:8]1)(=[S:9])[O:10][CH2:12][Cl:11]. Reactants: [N+](=O)([O-])C1=CC=C2CCNC2=C1 (6-nitroindoline), C(O)([O-])=O.[Na+] (sodium hydrogen carbonate), BrCC(=O)OC (Methyl bromoacetate). The reagents and catalysts are [Pd] (Pd/C). Solvent: CO (methanol), CN(C)C=O (DMF). Yields the product NC1=CC=C2CCN(C2=C1)CC(=O)OC (6-amino-1-methoxycarbonylmethylindoline). Yield: 75.5%. RXN SMILES: [N+:1]([C:4]1[CH:12]=[C:11]2[C:7]([CH2:8][CH2:9][NH:10]2)=[CH:6][CH:5]=1)([O-])=O.C(=O)([O-])O.[Na+].Br[CH2:19][C:20]([O:22][CH3:23])=[O:21]>CN(C=O)C.CO.[Pd]>[NH2:1][C:4]1[CH:12]=[C:11]2[C:7]([CH2:8][CH2:9][N:10]2[CH2:19][C:20]([O:22][CH3:23])=[O:21])=[CH:6][CH:5]=1 |f:1.2|. Procedure details: A suspension of 6-nitroindoline (1.0 g, 6.1 mmol) and sodium hydrogen carbonate (0.6 g, 7.1 mmol) in DMF (60 ml) was stirred at room temperature. Methyl bromoacetate (0.68 mL, 1.09 g, 7.1 mmol) was added slowly and the mixture was heated at 90° C. for 1 hour. The mixture was cooled, the solvents evaporated under reduced pressure, and the residue partitioned between ethyl acetate (40 mL) and water (20 mL). The organic layer was dried over MgSO4 and then evaporated to give an orange solid. The sol... Starting materials: O1C2=C(C(=CC=C21)O)C (epoxy cresol), C(C)OC(C)=O (ethylacetate). The product is CC(COC)OC(=O)C (PGMEA). Reaction SMILES: [O:1]1[C:7]2[C:2]1=C(C)C(O)=CC=2.[CH2:10]([O:12][C:13](=[O:15])[CH3:14])[CH3:11]>>[CH3:11][CH:10]([O:12][C:13]([CH3:14])=[O:15])[CH2:2][O:1][CH3:7]. Procedure: An epoxy cresol novolac resin (ECN 1299) was dissolved in a 75:25 solvent solution of ethylacetate:PGMEA to obtain a reaction mixture having a solids content of approximately 20% by weight. Equimolar amounts of 4-hydroxybenzoic acid were added to the reaction mixture. BTEAC was added to the mixture (2% by weight, based upon the weight of epoxy cresol novolac resin), and the reaction mixture was heated to 120° C. in an oil bath under a nitrogen atmosphere for twenty-four hours. The reaction mixtu... The reactants are [Al](C)(C)Cl (Al(CH3)2Cl), NC1=NN(C=C1)C (3-Amino-1-methylpyrazole), CC=1SC2=C(C1)C=C(C=C2O[C@H](CC2=CC=CC=C2)C)C(=O)OCC (Ethyl 2-methyl-7-[(1S)-1-methyl-2-phenylethoxy]-1-benzothiophene-5-carboxylate). Run in ClCCCl (DCE). Run at time 30 minute. Yields the product CC=1SC2=C(C1)C=C(C=C2OC(CC2=CC=CC=C2)C)C(=O)NC2=NN(C=C2)C (2-Methyl-7-(1-methyl-2-phenylethoxy)-N-(1-methyl-1H-pyrazol-3-yl)-1-benzothiophene-5-carboxamide). The yield is 57.1%. As a reaction SMILES: [NH2:1][C:2]1[CH:6]=[CH:5][N:4]([CH3:7])[N:3]=1.[Al](Cl)(C)C.[CH3:12][C:13]1[S:14][C:15]2[C:21]([O:22][C@@H:23]([CH3:31])[CH2:24][C:25]3[CH:30]=[CH:29][CH:28]=[CH:27][CH:26]=3)=[CH:20][C:19]([C:32](OCC)=[O:33])=[CH:18][C:16]=2[CH:17]=1>ClCCCl>[CH3:12][C:13]1[S:14][C:15]2[C:21]([O:22][CH:23]([CH3:31])[CH2:24][C:25]3[CH:26]=[CH:27][CH:28]=[CH:29][CH:30]=3)=[CH:20][C:19]([C:32]([NH:1][C:2]3[CH:6]=[CH:5][N:4]([CH3:7])[N:3]=3)=[O:33])=[CH:18][C:16]=2[CH:17]=1. Reported procedure: 3-Amino-1-methylpyrazole (649 mg, 6.69 mmol) was dissolved in DCE (10 mL) at 0° C., then Al(CH3)2Cl (6.69 mL, 1M in hexanes) was added drop wise. After the addition, the ice-bath was removed, and the mixture was stirred for 30 min at room temperature. Ethyl 2-methyl-7-[(1S)-1-methyl-2-phenylethoxy]-1-benzothiophene-5-carboxylate (237 mg, 0.669 mmol) was added and the stirring was continued for 14 h. The reaction was quenched with potassium sodium tartrate tetrahydrate (20% w/w) cautiously. The p... Reaction SMILES: [OH:1][C:2]1[CH:7]=[CH:6][C:5]([C:8]2[C:9]3[NH:13][C:12]([C:14]([C:52]4[CH:57]=[CH:56][C:55]([S:58]([O-:61])(=[O:60])=[O:59])=[CH:54][CH:53]=4)=[C:15]4[N:51]=[C:18]([C:19]([C:41]5[CH:46]=[CH:45][C:44]([S:47]([O-:50])(=[O:49])=[O:48])=[CH:43][CH:42]=5)=[C:20]5[NH:40][C:23](=[C:24]([C:30]6[CH:35]=[CH:34][C:33]([S:36]([O-:39])(=[O:38])=[O:37])=[CH:32][CH:31]=6)[C:25]6[CH:26]=[CH:27][C:28]=2[N:29]=6)[CH:22]=[CH:21]5)[CH:17]=[CH:16]4)=[CH:11][CH:10]=3)=[CH:4][CH:3]=1.CC(C(OC)=O)=C.C([O-])(=O)C.[Zn+2:73].C([O-])(=O)C>C(Cl)(Cl)Cl>[OH:1][C:2]1[CH:7]=[CH:6][C:5]([C:8]2[C:9]3[NH:13][C:12]([C:14]([C:52]4[CH:57]=[CH:56][C:55]([S:58]([O-:61])(=[O:59])=[O:60])=[CH:54][CH:53]=4)=[C:15]4[N:51]=[C:18]([C:19]([C:41]5[CH:46]=[CH:45][C:44]([S:47]([O-:50])(=[O:49])=[O:48])=[CH:43][CH:42]=5)=[C:20]5[NH:40][C:23](=[C:24]([C:30]6[CH:35]=[CH:34][C:33]([S:36]([O-:39])(=[O:38])=[O:37])=[CH:32][CH:31]=6)[C:25]6[CH:26]=[CH:27][C:28]=2[N:29]=6)[CH:22]=[CH:21]5)[CH:17]=[CH:16]4)=[CH:11][CH:10]=3)=[CH:4][CH:3]=1.[Zn+2:73].[OH:1][C:2]1[CH:7]=[CH:6][C:5]([C:8]2[C:9]3[NH:13][C:12]([C:14]([C:52]4[CH:57]=[CH:56][C:55]([S:58]([O-:61])(=[O:59])=[O:60])=[CH:54][CH:53]=4)=[C:15]4[N:51]=[C:18]([C:19]([C:41]5[CH:46]=[CH:45][C:44]([S:47]([O-:50])(=[O:49])=[O:48])=[CH:43][CH:42]=5)=[C:20]5[NH:40][C:23](=[C:24]([C:30]6[CH:35]=[CH:34][C:33]([S:36]([O-:39])(=[O:38])=[O:37])=[CH:32][CH:31]=6)[C:25]6[CH:26]=[CH:27][C:28]=2[N:29]=6)[CH:22]=[CH:21]5)[CH:17]=[CH:16]4)=[CH:11][CH:10]=3)=[CH:4][CH:3]=1.[Zn+2:73].[Zn+2:73] |f:2.3.4,6.7.8.9.10|. The solvent is C(Cl)(Cl)Cl (chloroform). Yields the product OC1=CC=C(C=C1)C=1C2=CC=C(N2)C(=C2C=CC(C(=C3C=CC(=C(C=4C=CC1N4)C4=CC=C(C=C4)S(=O)(=O)[O-])N3)C3=CC=C(C=C3)S(=O)(=O)[O-])=N2)C2=CC=C(C=C2)S(=O)(=O)[O-].[Zn+2].OC2=CC=C(C=C2)C=2C3=CC=C(N3)C(=C3C=CC(C(=C4C=CC(=C(C=1C=CC2N1)C1=CC=C(C=C1)S(=O)(=O)[O-])N4)C4=CC=C(C=C4)S(=O)(=O)[O-])=N3)C3=CC=C(C=C3)S(=O)(=O)[O-].[Zn+2].[Zn+2] (Zinc(II) 5-(4-hydroxyphenyl)-10,15,20-tris(4-sulfonatophenyl)porphyrin). The reactants are OC1=CC=C(C=C1)C=1C2=CC=C(N2)C(=C2C=CC(C(=C3C=CC(=C(C=4C=CC1N4)C4=CC=C(C=C4)S(=O)(=O)[O-])N3)C3=CC=C(C=C3)S(=O)(=O)[O-])=N2)C2=CC=C(C=C2)S(=O)(=O)[O-] (5-(4-hydroxyphenyl)-10,15,20-tris(4-sulfonatophenyl)porphyrin), CC(=C)C(=O)OC (PMMA), C(C)(=O)[O-].[Zn+2].C(C)(=O)[O-] (zinc acetate). Procedure details: 10 g of the 5-(4-hydroxyphenyl)-10,15,20-tris(4-sulfonatophenyl)porphyrin fixed to PMMA was dissolved in 200 ml of chloroform, and zinc acetate was added. After heating and evaporating the solvent, the desired polymer was isolated. The reactants are N=1C(=CN2C1C=CC=C2)CCOC2=CC=C(CC1C(N(C(S1)=O)C(C1=CC=CC=C1)(C1=CC=CC=C1)C1=CC=CC=C1)=O)C=C2 (5-[4-{2-(imidazo-[1,2-a]pyridin-2-yl)ethoxy}benzyl]-3-triphenylmethyl-thiazolidine-2,4-dione), FC(C(=O)O)(F)F (trifluoroacetic acid). Solvent: C(Cl)Cl (methylene chloride). Product: N=1C(=CN2C1C=CC=C2)CCOC2=CC=C(CC1C(NC(S1)=O)=O)C=C2 (5-[4-{2-(Imidazo[1,2-a]pyridin-2-yl)ethoxy}benzyl]-thiazolidine-2.4-dione). RXN SMILES: [N:1]1[C:2]([CH2:10][CH2:11][O:12][C:13]2[CH:45]=[CH:44][C:16]([CH2:17][CH:18]3[S:22][C:21](=[O:23])[N:20](C(C4C=CC=CC=4)(C4C=CC=CC=4)C4C=CC=CC=4)[C:19]3=[O:43])=[CH:15][CH:14]=2)=[CH:3][N:4]2[CH:9]=[CH:8][CH:7]=[CH:6][C:5]=12.FC(F)(F)C(O)=O>C(Cl)Cl>[N:1]1[C:2]([CH2:10][CH2:11][O:12][C:13]2[CH:45]=[CH:44][C:16]([CH2:17][CH:18]3[S:22][C:21](=[O:23])[NH:20][C:19]3=[O:43])=[CH:15][CH:14]=2)=[CH:3][N:4]2[CH:9]=[CH:8][CH:7]=[CH:6][C:5]=12. Reported procedure: A procedure similar to that described in Example 2 was repeated, except that 0.94 g of 5-[4-{2-(imidazo-[1,2-a]pyridin-2-yl)ethoxy}benzyl]-3-triphenylmethyl-thiazolidine-2,4-dione (prepared as described in Preparation 27), 4 ml of methylene chloride and 1 ml of trifluoroacetic acid were used, to give the title compound as a crude product. This product was purified by column chromatography through silica gel, using a 2:1 by volume mixture of hexane and ethyl acetate and subsequently a 1:2 by volu...